Dataset: the Open Reaction Database (ORD), a public repository of structured organic reaction records. Task: describe an organic reaction: reactants, conditions, products, and yield The reactants are CC(C)(C)OC(=O)C[Zn+], CC(C)(C)OC(=O)N1CC(=O)C1, C1CCOC1, CCOCC, [Cl-]. The product is CC(C)(C)OC(=O)CC1(O)CN(C(=O)OC(C)(C)C)C1. Reaction SMILES: [C:14]([CH3:15])([CH3:16])([CH3:17])[O:18][C:19]([CH2:20][Zn+:21])=[O:22].[C:1](=[O:2])([O:3][C:4]([CH3:5])([CH3:6])[CH3:7])[N:8]1[CH2:9][C:10](=[O:12])[CH2:11]1.[CH2:28]1[O:29][CH2:30][CH2:31][CH2:32]1.[CH3:23][CH2:24][O:25][CH2:26][CH3:27].[Cl-:13]>>[C:1](=[O:2])([O:3][C:4]([CH3:5])([CH3:6])[CH3:7])[N:8]1[CH2:9][C:10]([OH:12])([CH2:20][C:19]([O:18][C:14]([CH3:15])([CH3:16])[CH3:17])=[O:22])[CH2:11]1. Starting materials: ClC1=C2C(=NC(=C1)C)C=NN2 (7-chloro-5-methyl-1H-pyrazolo(4,3-b)pyridine), C(C=C)N (allylamine). The solvent is O (water). Product: C(C=C)NC1=C2C(=NC(=C1)C)C=NN2 (7-Allylamino-5-methyl-1H-pyrazolo[4,3-b]pyridine). Yield: 88.5%. RXN SMILES: Cl[C:2]1[CH:7]=[C:6]([CH3:8])[N:5]=[C:4]2[CH:9]=[N:10][NH:11][C:3]=12.[CH2:12]([NH2:15])[CH:13]=[CH2:14]>O>[CH2:12]([NH:15][C:2]1[CH:7]=[C:6]([CH3:8])[N:5]=[C:4]2[CH:9]=[N:10][NH:11][C:3]=12)[CH:13]=[CH2:14]. Procedure: A mixture of 7-chloro-5-methyl-1H-pyrazolo[4,3-b]pyridine (D4) (1.0 g, 0.006 mole) and allylamine (60 g) in water (100 ml) was heated under reflux for 12 days. On cooling the reaction mixture was evaporated to dryness, basified to pH8 with 10% sodium carbonate solution and the resulting solid filtered off. Recrystallisation from chloroform/pentane gave the product as white solid (1.0 g). m.p. 172°-174° C. Procedure details: A solution of (R)—N—((R)-2-(3-chlorophenyl)-1-(4-chlorophenyl)pent-4-enylidene)-2-methylpropane-2-sulfinamide (Example 418, Step B, 9.97 g, 24.41 mmol) in THF (98 ml) was cooled to −78° C. Methyllithium (1.6M in ether, 16.78 ml, 26.9 mmol) was added over a period of six min. The reaction was removed from the cold bath and diluted with 500 mL ether and quenched with 150 mL of saturated aqueous ammonium chloride solution. The organic layer was separated and washed with brine, then dried with anhyd... Reactants: C[Li] (Methyllithium), ClC=1C=C(C=CC1)[C@H](C(C1=CC=C(C=C1)Cl)=N[S@](=O)C(C)(C)C)CC=C ((R)—N—((R)-2-(3-Chlorophenyl)-1-(4-chlorophenyl)pent-4-en-1-ylidene)-2-methylpropane-2-sulfinamide), crude material. RXN SMILES: [Cl:1][C:2]1[CH:3]=[C:4]([C@@H:8]([CH2:24][CH:25]=[CH2:26])[C:9](=[N:17][S@@:18]([C:20]([CH3:23])([CH3:22])[CH3:21])=[O:19])[C:10]2[CH:15]=[CH:14][C:13]([Cl:16])=[CH:12][CH:11]=2)[CH:5]=[CH:6][CH:7]=1.[CH3:27][Li]>C1COCC1>[Cl:1][C:2]1[CH:3]=[C:4]([C@@H:8]([CH2:24][CH:25]=[CH2:26])[C@:9]([NH:17][S@@:18]([C:20]([CH3:21])([CH3:22])[CH3:23])=[O:19])([C:10]2[CH:15]=[CH:14][C:13]([Cl:16])=[CH:12][CH:11]=2)[CH3:27])[CH:5]=[CH:6][CH:7]=1. Run in C1CCOC1 (THF). Yields the product ClC=1C=C(C=CC1)[C@H]([C@@](C)(C1=CC=C(C=C1)Cl)N[S@](=O)C(C)(C)C)CC=C ((R)—N-((2S,3R)-3-(3-Chlorophenyl)-2-(4-chlorophenyl)hex-5-en-2-yl)-2-methylpropane-2-sulfinamide). The product is CCOC1CCC(N2CCC(Nc3cc(C4CC4)ccc3N)CC2)CC1. RXN SMILES: [CH3:32][CH2:33][OH:34].[CH:1]1([c:4]2[cH:5][cH:6][c:7]([N+:26]([O-:27])=[O:28])[c:8]([NH:10][CH:11]3[CH2:12][CH2:13][N:14]([CH:17]4[CH2:18][CH2:19][CH:20]([O:23][CH2:24][CH3:25])[CH2:21][CH2:22]4)[CH2:15][CH2:16]3)[cH:9]2)[CH2:2][CH2:3]1.[NH2:30][NH2:31].[OH2:29]>>[CH:1]1([c:4]2[cH:5][cH:6][c:7]([NH2:26])[c:8]([NH:10][CH:11]3[CH2:12][CH2:13][N:14]([CH:17]4[CH2:18][CH2:19][CH:20]([O:23][CH2:24][CH3:25])[CH2:21][CH2:22]4)[CH2:15][CH2:16]3)[cH:9]2)[CH2:2][CH2:3]1. Starting materials: CCO, CCOC1CCC(N2CCC(Nc3cc(C4CC4)ccc3[N+](=O)[O-])CC2)CC1, NN, O.